From a dataset of the Open Reaction Database (ORD), a public repository of structured organic reaction records. describe an organic reaction: reactants, conditions, products, and yield Reactants: NCCC1=CC=C(C=C1)S(=O)(=O)C1CCN(CC1)C(=O)NCCCCCC.[Si](C1=CC=CC=C1)(C1=CC=CC=C1)(C(C)(C)C)OC1=CC=C(OC[C@H](CNCCC2=CC=C(C=C2)S(=O)(=O)C2CCN(CC2)C(=O)NCCCCCC)O)C=C1 (4-{[4-(2-{[(2S)-3-(4-{[tert-butyl(diphenyl)silyl]oxy}phenoxy)-2-hydroxypropyl]amino}ethyl)phenyl]sulfonyl}-N-hexyl-1-piperidinecarboxamide 4-{[4-(2-aminoethyl)phenyl]sulfonyl}-N-hexyl-1-piperidinecarboxamide), C(C)(C)(C)[Si](C1=CC=CC=C1)(C1=CC=CC=C1)OC1=CC=C(C=C1)OCC1OC1 (tert-butyl-(4-oxiranylmethoxy-phenoxy)-diphenylsilane). Product: C(CCCCC)NC(=O)N1CCC(CC1)S(=O)(=O)C1=CC=C(C=C1)CCNC[C@@H](COC1=CC=C(C=C1)O)O (4-(4-[2-[(2S)-2-Hydroxy-3-(4-hydroxy-phenoxy)-propylamino]-ethyl}-benzenesulfonyl)-piperidine-1-carboxylic acid hexylamide). Isolated yield 24.3%. RXN SMILES: NCCC1C=CC(S(C2CCN(C(NCCCCCC)=O)CC2)(=O)=O)=CC=1.[Si]([O:45][C:46]1[CH:83]=[CH:82][C:49]([O:50][CH2:51][C@@H:52]([OH:81])[CH2:53][NH:54][CH2:55][CH2:56][C:57]2[CH:62]=[CH:61][C:60]([S:63]([CH:66]3[CH2:71][CH2:70][N:69]([C:72]([NH:74][CH2:75][CH2:76][CH2:77][CH2:78][CH2:79][CH3:80])=[O:73])[CH2:68][CH2:67]3)(=[O:65])=[O:64])=[CH:59][CH:58]=2)=[CH:48][CH:47]=1)(C(C)(C)C)(C1C=CC=CC=1)C1C=CC=CC=1.C([Si](OC1C=CC(OCC2CO2)=CC=1)(C1C=CC=CC=1)C1C=CC=CC=1)(C)(C)C>>[CH2:75]([NH:74][C:72]([N:69]1[CH2:68][CH2:67][CH:66]([S:63]([C:60]2[CH:61]=[CH:62][C:57]([CH2:56][CH2:55][NH:54][CH2:53][C@H:52]([OH:81])[CH2:51][O:50][C:49]3[CH:48]=[CH:47][C:46]([OH:45])=[CH:83][CH:82]=3)=[CH:58][CH:59]=2)(=[O:65])=[O:64])[CH2:71][CH2:70]1)=[O:73])[CH2:76][CH2:77][CH2:78][CH2:79][CH3:80] |f:0.1|. Procedure details: 4-{[4-(2-{[(2S)-3-(4-{[tert-butyl(diphenyl)silyl]oxy}phenoxy)-2-hydroxypropyl]amino}ethyl)phenyl]sulfonyl}-N-hexyl-1-piperidinecarboxamide 4-{[4-(2-aminoethyl)phenyl]sulfonyl}-N-hexyl-1-piperidinecarboxamide (0.53 g, 1.34 mmol) was reacted with tert-butyl-(4-oxiranylmethoxy-phenoxy)-diphenylsilane (0.461 g, 1.14 mmol) according to Procedure G to give the title compound (eluant: 20:1 chloroform-methanol) (0.260 g, 0.325 mmol). Starting materials: N(=O)C1=C(C=CC2=CC(=CC=C12)Br)O (1-nitroso-6-bromo-β-naphthol), S(=O)(O)[O-].[Na+] (sodium hydrogen sulfite), [OH-].[Na+] (sodium hydroxide). Solvent: O (water), O (water). Conditions: time 24 hour. Yields the product NC1=C(C=C(C2=CC(=CC=C12)Br)S(=O)(=O)O)O (1-amino-2-hydroxy-6-bromo-4-naphthalene sulfonic acid). The yield is 85.8%. Reaction SMILES: [N:1]([C:3]1[C:12]2[C:7](=[CH:8][C:9]([Br:13])=[CH:10][CH:11]=2)[CH:6]=[CH:5][C:4]=1[OH:14])=O.[S:15]([O-:18])([OH:17])=[O:16].[Na+].[OH-].[Na+]>O>[NH2:1][C:3]1[C:12]2[C:7](=[CH:8][C:9]([Br:13])=[CH:10][CH:11]=2)[C:6]([S:15]([OH:18])(=[O:17])=[O:16])=[CH:5][C:4]=1[OH:14] |f:1.2,3.4|. Procedure details: 84.8 g (0.337 mol) of crude 1-nitroso-6-bromo-β-naphthol were stirred into a solution of 97.5 g (0.939 mol) of sodium hydrogen sulfite and 4.0 g (0.1 mol) of sodium hydroxide solution in 376 ml of water at room temperature. The suspension was made up to 1350 ml with water and stirred for 24 hours at room temperature. Then 6.8 g (8% of the amount taken) of the solution residue were separated off by filtration. Then acidification was carried out with 119.4 g (1.17 mol) of 96%-strength sulfuric aci... The reactants are [BH4-], CN(C)C=O, CCO, CC(=O)C=Cc1ncn2c1CN(C)C(=O)c1c(Cl)cccc1-2, [Na+]. RXN SMILES: [BH4-:23].[CH3:25][N:26]([CH3:27])[CH:28]=[O:29].[CH3:30][CH2:31][OH:32].[Cl:1][c:2]1[cH:3][cH:4][cH:5][c:6]2[c:7]1[C:8](=[O:22])[N:9]([CH3:21])[CH2:10][c:11]1[n:12]-2[cH:13][n:14][c:15]1[CH:16]=[CH:17][C:18]([CH3:19])=[O:20].[Na+:24]>>[Cl:1][c:2]1[cH:3][cH:4][cH:5][c:6]2[c:7]1[C:8](=[O:22])[N:9]([CH3:21])[CH2:10][c:11]1[n:12]-2[cH:13][n:14][c:15]1[CH:16]=[CH:17][CH:18]([CH3:19])[OH:20]. The product is CC(O)C=Cc1ncn2c1CN(C)C(=O)c1c(Cl)cccc1-2.